Dataset: the Open Reaction Database (ORD), a public repository of structured organic reaction records. Task: describe an organic reaction: reactants, conditions, products, and yield The reactants are [H-].[Al+3].[Li+].[H-].[H-].[H-] (lithium aluminum hydride), O (water), [Cl-].[NH4+] (ammonium chloride), COC1=CC2=C(CC(NC=C2)=O)C=C1OC (7,8-dimethoxy-1,3-dihydro-2H-3-benzazepin-2-one). The solvent is O1CCOCC1 (dioxan). The product is COC1=CC2=C(CCNC=C2)C=C1OC (7,8-Dimethoxy-2,3,-dihydro-1H-3-benzazepine). RXN SMILES: [H-].[Al+3].[Li+].[H-].[H-].[H-].[CH3:7][O:8][C:9]1[C:20]([O:21][CH3:22])=[CH:19][C:12]2[CH2:13][C:14](=O)[NH:15][CH:16]=[CH:17][C:11]=2[CH:10]=1.O.[Cl-].[NH4+]>O1CCOCC1>[CH3:22][O:21][C:20]1[C:9]([O:8][CH3:7])=[CH:10][C:11]2[CH2:17][CH2:16][NH:15][CH:14]=[CH:13][C:12]=2[CH:19]=1 |f:0.1.2.3.4.5,8.9|. Procedure: A boiling suspension of lithium aluminum hydride (0.8 g) in absolute dioxan (100 ml) is mixed with 7,8-dimethoxy-1,3-dihydro-2H-3-benzazepin-2-one (2.2 g, 0.01 mol) and then refluxed for 3 hours. While cooling with iced water, 10% ammonium chloride solution is added and the precipitate formed is suction filtered. The filtrate is concentrated (to about 20 ml) in vacuo, the white precipitate obtained is suction filtered and washed with a little dioxan. Yield: 0.9 g. Mp: 162°-163° C. Reactants: CC(=O)[O-], CC(=O)O, COC(=O)c1ccc(CBr)cc1, CCc1nc(C)c[nH]1, C=O, [Na+], c1c[nH]cn1. The product is CCc1nc(C)cn1Cc1ccc(C(=O)OC)cc1. RXN SMILES: [C:26]([O-:27])(=[O:28])[CH3:29].[C:33]([OH:34])(=[O:35])[CH3:36].[C:9](=[O:10])([O:11][CH3:12])[c:13]1[cH:14][cH:15][c:16]([CH2:17][Br:18])[cH:19][cH:20]1.[CH2:1]([CH3:2])[c:3]1[nH:4][cH:5][c:6]([CH3:8])[n:7]1.[CH2:31]=[O:32].[Na+:30].[nH:21]1[cH:22][cH:23][n:24][cH:25]1>>[CH2:1]([CH3:2])[c:3]1[n:4]([CH2:17][c:16]2[cH:15][cH:14][c:13]([C:9](=[O:10])[O:11][CH3:12])[cH:20][cH:19]2)[cH:5][c:6]([CH3:8])[n:7]1. Reactants: CC(=Cc1ccc(C(C)(C)C)cc1)C(=O)O, CC(N)c1ccc(NS(C)(=O)=O)c(F)c1, CN(C)C=O. Yields the product CC(=Cc1ccc(C(C)(C)C)cc1)C(=O)NC(C)c1ccc(NS(C)(=O)=O)c(F)c1. RXN SMILES: [C:1]([CH3:2])([CH3:3])([CH3:4])[c:5]1[cH:6][cH:7][c:8]([CH:11]=[C:12]([C:13](=[O:14])[OH:15])[CH3:16])[cH:9][cH:10]1.[NH2:17][CH:18]([CH3:19])[c:20]1[cH:21][c:22]([F:31])[c:23]([NH:26][S:27](=[O:28])(=[O:29])[CH3:30])[cH:24][cH:25]1.[O:32]=[CH:33][N:34]([CH3:35])[CH3:36]>>[C:1]([CH3:2])([CH3:3])([CH3:4])[c:5]1[cH:6][cH:7][c:8]([CH:11]=[C:12]([C:13](=[O:15])[NH:17][CH:18]([CH3:19])[c:20]2[cH:21][c:22]([F:31])[c:23]([NH:26][S:27](=[O:28])(=[O:29])[CH3:30])[cH:24][cH:25]2)[CH3:16])[cH:9][cH:10]1. The reactants are OCCCBr, O=C([O-])[O-], CC1(C)C=C(C(F)(F)F)c2cc(Cl)c(O)cc2O1, [Cs+], [Cs+], CN(C)C=O. Yields the product CC1(C)C=C(C(F)(F)F)c2cc(Cl)c(OCCCO)cc2O1. RXN SMILES: [Br:25][CH2:26][CH2:27][CH2:28][OH:29].[C:19](=[O:20])([O-:21])[O-:22].[Cl:1][c:2]1[cH:3][c:4]2[c:9]([cH:10][c:11]1[OH:12])[O:8][C:7]([CH3:13])([CH3:14])[CH:6]=[C:5]2[C:15]([F:16])([F:17])[F:18].[Cs+:23].[Cs+:24].[O:30]=[CH:31][N:32]([CH3:33])[CH3:34]>>[Cl:1][c:2]1[cH:3][c:4]2[c:9]([cH:10][c:11]1[O:12][CH2:26][CH2:27][CH2:28][OH:29])[O:8][C:7]([CH3:13])([CH3:14])[CH:6]=[C:5]2[C:15]([F:16])([F:17])[F:18].